describe an organic reaction: reactants, conditions, products, and yield From a dataset of the Open Reaction Database (ORD), a public repository of structured organic reaction records. Starting materials: O (H2O), C(C1=CC=CC=C1)OC=1C=C(C=C(C1)OCC1=CC=CC=C1)C(C)=O (3′,5′-dibenzyloxyacetophenone), BrBr (Br2). Run in C(Cl)(Cl)Cl (CHCl3), C(Cl)(Cl)Cl (CHCl3), C(Cl)(Cl)Cl (CHCl3). Product: C(C1=CC=CC=C1)OC=1C=C(C=C(C1)OCC1=CC=CC=C1)C(CBr)=O (3′,5′-Dibenzyloxy-α-bromoacetophenone). Isolated yield 22.2%. As a reaction SMILES: [Br:1]Br.[CH2:3]([O:10][C:11]1[CH:12]=[C:13]([C:25](=[O:27])[CH3:26])[CH:14]=[C:15]([O:17][CH2:18][C:19]2[CH:24]=[CH:23][CH:22]=[CH:21][CH:20]=2)[CH:16]=1)[C:4]1[CH:9]=[CH:8][CH:7]=[CH:6][CH:5]=1.O>C(Cl)(Cl)Cl>[CH2:18]([O:17][C:15]1[CH:14]=[C:13]([C:25](=[O:27])[CH2:26][Br:1])[CH:12]=[C:11]([O:10][CH2:3][C:4]2[CH:5]=[CH:6][CH:7]=[CH:8][CH:9]=2)[CH:16]=1)[C:19]1[CH:20]=[CH:21][CH:22]=[CH:23][CH:24]=1. Reported procedure: A solution of 2.4 mL (46 mmol) of Br2 in 45 mL of CHCl3 was added dropwise over 1 h to a chilled, stirring solution of 9.66 g (29 mmol) of 3′,5′-dibenzyloxyacetophenone (45) in 40 mL of CHCl3. The resulting solution was allowed to warm to room temperature over 1 hour with good stirring, then poured into 100 mL of cold H2O and transferred to a separatory funnel where the CHCl3 fraction was isolated, washed with brine solution, dried (Na2SO4), filtered, and concentrated to 10.8 g. This material wa... The reactants are O=C1NC2=C(CCN1C1CCN(CC1)C(=O)O[C@@H](C(=O)N1CCC(CC1)N1CCN(CC1)C(=O)OC(C)(C)C)CC1=CC(=CC=C1)C(F)(F)F)C=CC=C2 (tert-butyl 4-{1-[(R)-2-[4-(2-oxo-1,2,4,5-tetrahydro-1,3-benzodiazepin-3-yl)-piperidine-1-carbonyloxy]-3-(3-trifluoromethyl-phenyl)-propionyl]-piperidin-4-yl}-piperazine-1-carboxylate). Run in Cl (HCl). The product is O=C1NC2=C(CCN1C1CCN(CC1)C(=O)O[C@@H](C(N1CCC(CC1)N1CCNCC1)=O)CC1=CC(=CC=C1)C)C=CC=C2 ((R)-1-(3-methyl-benzyl)-2-oxo-2-(4-piperazin-1-yl-piperidin-1-yl)-ethyl 4-(2-oxo-1,2,4,5-tetrahydro-1,3-benzodiazepin-3-yl)-piperidine-1-carboxylate). Reaction SMILES: [O:1]=[C:2]1[N:8]([CH:9]2[CH2:14][CH2:13][N:12]([C:15]([O:17][C@H:18]([CH2:40][C:41]3[CH:46]=[CH:45][CH:44]=[C:43]([C:47](F)(F)F)[CH:42]=3)[C:19]([N:21]3[CH2:26][CH2:25][CH:24]([N:27]4[CH2:32][CH2:31][N:30](C(OC(C)(C)C)=O)[CH2:29][CH2:28]4)[CH2:23][CH2:22]3)=[O:20])=[O:16])[CH2:11][CH2:10]2)[CH2:7][CH2:6][C:5]2[CH:51]=[CH:52][CH:53]=[CH:54][C:4]=2[NH:3]1>Cl>[O:1]=[C:2]1[N:8]([CH:9]2[CH2:10][CH2:11][N:12]([C:15]([O:17][C@H:18]([CH2:40][C:41]3[CH:46]=[CH:45][CH:44]=[C:43]([CH3:47])[CH:42]=3)[C:19](=[O:20])[N:21]3[CH2:22][CH2:23][CH:24]([N:27]4[CH2:32][CH2:31][NH:30][CH2:29][CH2:28]4)[CH2:25][CH2:26]3)=[O:16])[CH2:13][CH2:14]2)[CH2:7][CH2:6][C:5]2[CH:51]=[CH:52][CH:53]=[CH:54][C:4]=2[NH:3]1. Procedure: A solution of 131 mg (0.17 mmol) tert-butyl 4-{1-[(R)-2-[4-(2-oxo-1,2,4,5-tetrahydro-1,3-benzodiazepin-3-yl)-piperidine-1-carbonyloxy]-3-(3-trifluoromethyl-phenyl)-propionyl]-piperidin-4-yl}-piperazine-1-carboxylate (Example 149) in 1.5 mL of 4 M HCl was stirred overnight at RT. The reaction solution was purified by HPLC without any further working up. The fractions containing the product were combined and lyophilised.